The task is: describe an organic reaction: reactants, conditions, products, and yield. This data is from the Open Reaction Database (ORD), a public repository of structured organic reaction records. The reactants are NC1=C(C2=C(CN(CC2)CC2=CC=CC=C2)S1)C(C1=CC(=C(C=C1)OC)OC)=O (2-amino-6-benzyl-3-(3,4-dimethoxybenzoyl)-4,5,6,7-tetrahydrothieno[2,3-c]pyridine), ClCC(=O)CCl (1,3-dichloroacetone), S(O)(O)(=O)=O (sulfuric acid). Solvent: C(C)(=O)O (acetic acid). Run at temperature 90 celsius, time 4 hour. Product: C(C1=CC=CC=C1)N1CC2=C(CC1)C=1C(=NC(=C(C1C1=CC(=C(C=C1)OC)OC)Cl)CCl)S2 (7-benzyl-3-chloro-2-chloromethyl-4-(3,4,-dimethoxyphenyl)-5,6,7,8-tetrahydrothieno-[2,3-b:5,4-c']dipyridine). The yield is 28.6%. Reaction SMILES: [NH2:1][C:2]1[S:17][C:5]2[CH2:6][N:7]([CH2:10][C:11]3[CH:16]=[CH:15][CH:14]=[CH:13][CH:12]=3)[CH2:8][CH2:9][C:4]=2[C:3]=1[C:18](=O)[C:19]1[CH:24]=[CH:23][C:22]([O:25][CH3:26])=[C:21]([O:27][CH3:28])[CH:20]=1.[Cl:30][CH2:31][C:32]([CH2:34][Cl:35])=O.S(=O)(=O)(O)O>C(O)(=O)C>[CH2:10]([N:7]1[CH2:8][CH2:9][C:4]2[C:3]3[C:2]([S:17][C:5]=2[CH2:6]1)=[N:1][C:32]([CH2:34][Cl:35])=[C:31]([Cl:30])[C:18]=3[C:19]1[CH:24]=[CH:23][C:22]([O:25][CH3:26])=[C:21]([O:27][CH3:28])[CH:20]=1)[C:11]1[CH:16]=[CH:15][CH:14]=[CH:13][CH:12]=1. Reported procedure: A mixture of 2-amino-6-benzyl-3-(3,4-dimethoxybenzoyl)-4,5,6,7-tetrahydrothieno[2,3-c]pyridine (10.0 g), 1,3-dichloroacetone (3.4 g), concentrated sulfuric acid (2.6 g) and acetic acid (200 ml) was stirred at 90° C. for 4 hours. After the reaction mixture was concentrated under reduced pressure, the residue was alkalinized with 2 N NaOH and then extracted with dichloromethane. The dichloromethane layer was washed with water and dried (MgSO4), after which the solvent was distilled off. The residu...